Dataset: the Open Reaction Database (ORD), a public repository of structured organic reaction records. Task: describe an organic reaction: reactants, conditions, products, and yield The reactants are O(CC)CC (OEt2), C(C)(C)(C)OC(NC(CC)C=O)=O ((1-formyl-propyl)-carbamic acid tert-butyl ester), C1(CC1)C=1OC=NN1 (2-cyclopropyl-[1,3,4]oxadiazole), [Li]CCCC (nBuLi), [Mg+2].[Br-].[Br-] (MgBr2). Solvent: C1CCOC1 (THF), C1CCOC1 (THF). Conditions: temperature -78 celsius, time 40 minute. Product: C(C)(C)(C)OC(NC(CC)C(O)C=1OC(=NN1)C1CC1)=O ({1-[(5-cyclopropyl-[1,3,4]oxadiazol-2-yl)-hydroxy-methyl]-propyl}-carbamic acid tert-butyl ester). Isolated yield 48.6%. As a reaction SMILES: [CH:1]1([C:4]2[O:5][CH:6]=[N:7][N:8]=2)[CH2:3][CH2:2]1.[Li]CCCC.[Mg+2].[Br-].[Br-].O(CC)CC.[C:22]([O:26][C:27](=[O:34])[NH:28][CH:29]([CH:32]=[O:33])[CH2:30][CH3:31])([CH3:25])([CH3:24])[CH3:23]>C1COCC1>[C:22]([O:26][C:27](=[O:34])[NH:28][CH:29]([CH:32]([C:6]1[O:5][C:4]([CH:1]2[CH2:3][CH2:2]2)=[N:8][N:7]=1)[OH:33])[CH2:30][CH3:31])([CH3:23])([CH3:24])[CH3:25] |f:2.3.4|. Reported procedure: A solution of 2-cyclopropyl-[1,3,4]oxadiazole (2.16 g, 19.6 mmol) in dry THF (100 mL) is cooled to −78° C. nBuLi (1.6M in hexanes, 12.3 mL, 19.6 mmol) is added dropwise. The reaction mixture is stirred at −78° C. for 40 min. MgBr2.OEt2 (5.0692 g, 19.6 mmol) is added. The reaction mixture is allowed to warm up to −45° C. and stirred at that temperature for 1.5 hr. A solution of (1-formyl-propyl)-carbamic acid tert-butyl ester (3.7 g, 19.6 mmol) in THF (40 mL) is added. The reaction mixture is all...